Dataset: the Open Reaction Database (ORD), a public repository of structured organic reaction records. Task: describe an organic reaction: reactants, conditions, products, and yield Reactants: CI, [H-], Cc1cn(C2OC(CO)C(O)C2O)c2nc(N)nc(Cl)c12, [Na+], CN(C)C=O. Product: COC1C(O)C(CO)OC1n1cc(C)c2c(Cl)nc(N)nc21. Reaction SMILES: [CH3:24][I:25].[H-:23].[NH2:1][c:2]1[n:3][c:4]([Cl:21])[c:5]2[c:6]([n:7]1)[n:8]([CH:12]1[CH:13]([OH:14])[CH:15]([OH:16])[CH:17]([CH2:19][OH:20])[O:18]1)[cH:9][c:10]2[CH3:11].[Na+:22].[O:26]=[CH:27][N:28]([CH3:29])[CH3:30]>>[NH2:1][c:2]1[n:3][c:4]([Cl:21])[c:5]2[c:6]([n:7]1)[n:8]([CH:12]1[CH:13]([O:14][CH3:24])[CH:15]([OH:16])[CH:17]([CH2:19][OH:20])[O:18]1)[cH:9][c:10]2[CH3:11]. The reactants are ice water, FC1=CC2=C(NC(S2)=O)C=C1 (6-Fluoro-2(3H)-benzothiazolone), [N+](=O)(O)[O-] (nitric acid), resultant mixture. Run in S(O)(O)(=O)=O (sulfuric acid). Run at time 60 minute. The product is FC1=CC2=C(NC(S2)=O)C=C1[N+](=O)[O-] (6-fluoro-5-nitro-2(3H)-benzothiazolone). Isolated yield 80.5%. Reaction SMILES: [F:1][C:2]1[CH:11]=[CH:10][C:5]2[NH:6][C:7](=[O:9])[S:8][C:4]=2[CH:3]=1.[N+:12]([O-])([OH:14])=[O:13]>S(=O)(=O)(O)O>[F:1][C:2]1[C:11]([N+:12]([O-:14])=[O:13])=[CH:10][C:5]2[NH:6][C:7](=[O:9])[S:8][C:4]=2[CH:3]=1. Procedure details: 6-Fluoro-2(3H)-benzothiazolone (47.58 g) was dissolved in 100% sulfuric acid (760 ml), and the resultant mixture was cooled to 0° to 5° C. 98% fuming nitric acid (d=1.52) (18.79 g) was gradually added thereto at a temperature of 0° to 5° C., followed by stirring at the same temperature for 60 minutes. The reaction mixture was poured into ice-water. The precipitated crystals were collected by filtration, washed with water and air-dried to give 48.48 g of 6-fluoro-5-nitro-2(3H)-benzothiazolone as ... Starting materials: Cc1cc(C)nc(N)c1, [Na+], N#C[Na], O, O=S(=O)([O-])CO. Product: Cc1cc(C)nc(NCC#N)c1. RXN SMILES: [NH2:1][c:2]1[n:3][c:4]([CH3:9])[cH:5][c:6]([CH3:8])[cH:7]1.[Na+:16].[Na:17][C:18]#[N:19].[OH2:20].[OH:10][CH2:11][S:12]([O-:13])(=[O:14])=[O:15]>>[NH:1]([c:2]1[n:3][c:4]([CH3:9])[cH:5][c:6]([CH3:8])[cH:7]1)[CH2:11][C:18]#[N:19]. Reactants: alpha-bromoketone, CO (methanol), C(C)(C)(C)OC(CCN(C(=S)N)CC=1SC(=CC1)CC)=O (3-[1-(5-ethyl-thiophen-2-ylmethyl)-thioureido]-propionic acid tert-butyl ester), CCOC(=O)C (EtOAc), CCOC(=O)C (EtOAc). Solvent: hexanes. Run at temperature 60 celsius, time 8 hour. Product: C(C)(C)(C)OC(CCN(CC=1SC(=CC1)CC)C=1SC=C(N1)C1C2CCC(C1)C2)=O (3-[(4-bicyclo[2.2.1]hept-2-yl-thiazol-2-yl)-(5-ethyl-thiophen-2-ylmethyl)-amino]-propionic acid tert-butyl ester). Isolated yield 84.0%. As a reaction SMILES: CO.[C:3]([O:7][C:8](=[O:23])[CH2:9][CH2:10][N:11]([CH2:15][C:16]1[S:17][C:18]([CH2:21][CH3:22])=[CH:19][CH:20]=1)[C:12]([NH2:14])=[S:13])([CH3:6])([CH3:5])[CH3:4].CCO[C:27]([CH3:29])=O>>[C:3]([O:7][C:8](=[O:23])[CH2:9][CH2:10][N:11]([C:12]1[S:13][CH:15]=[C:16]([CH:20]2[CH2:19][CH:18]3[CH2:29][CH:27]2[CH2:22][CH2:21]3)[N:14]=1)[CH2:15][C:16]1[S:17][C:18]([CH2:21][CH3:22])=[CH:19][CH:20]=1)([CH3:5])([CH3:6])[CH3:4]. Reported procedure: Following a method analogous to General Procedure C, a portion of the above crude alpha-bromoketone (81 mg, 0.37 mmol) was added to a methanol (about 10 mL) solution of 3-[1-(5-ethyl-thiophen-2-ylmethyl)-thioureido]-propionic acid tert-butyl ester (122 mg, 0.371 mmol) and the reaction was heated at 60° C. and stirred overnight. The solvent was evaporated and ethyl acetate and saturated aq sodium bicarbonate solution were added to the residue. Extraction of the aq layer was performed two times wi... Reactants: BrC=CC=C(CC(OCC)OCC)C (6-bromo-3-methyl-1,1-diethoxy-3,5-hexadiene), CC1=C(C(CCC1)(C)C)/C=C/C(=O)C (β-ionone). Product: CC1=C(C(CCC1)(C)C)C=CC(C=CC=C(CC(OCC)OCC)C)(O)C (9-(2,6,6-trimethyl-1cyclohexenyl)-1,1-diethoxy-3,7-dimethyl-7-hydroxy-3,5,8-nonatriene), diethyl hydroxyacetal. Isolated yield 73.0%. RXN SMILES: Br[CH:2]=[CH:3][CH:4]=[C:5]([CH3:14])[CH2:6][CH:7]([O:11][CH2:12][CH3:13])[O:8][CH2:9][CH3:10].[CH3:15][C:16]1[CH2:21][CH2:20][CH2:19][C:18]([CH3:23])([CH3:22])[C:17]=1/[CH:24]=[CH:25]/[C:26]([CH3:28])=[O:27]>>[CH3:15][C:16]1[CH2:21][CH2:20][CH2:19][C:18]([CH3:22])([CH3:23])[C:17]=1[CH:24]=[CH:25][C:26]([CH3:28])([OH:27])[CH:2]=[CH:3][CH:4]=[C:5]([CH3:14])[CH2:6][CH:7]([O:11][CH2:12][CH3:13])[O:8][CH2:9][CH3:10]. Reported procedure: The procedure is as in Example 1, but employs 6-bromo-3-methyl-1,1-diethoxy-3,5-hexadiene (0.56 g; 2.12 mmol) and β-ionone (0.33 g; 1.716 mmol, i.e. 0.8 equivalent). After flash chromatography, 9-(2,6,6-trimethyl-1cyclohexenyl)-1,1-diethoxy-3,7-dimethyl-7-hydroxy-3,5,8-nonatriene, or C20 diethyl hydroxyacetal, (0.47 g) is obtained. The yield is 73%. The structure of the product obtained is confirmed by the infrared spectrum and the proton nuclear magnetic resonance spectrum. Starting materials: C(C=1C(N)=CC=CC1)#N (anthranilonitrile), C(C)OP(=O)(OCC)CC1=CC=C(C(=O)Cl)C=C1 (4-[(diethoxyphosphoryl)-methyl]benzoyl chloride). The solvent is N1=CC=CC=C1 (pyridine), ClCCl (dichloromethane), ClCCl (dichloromethane). Run at time 12 hour. The product is C(#N)C1=C(C=CC=C1)NC(=O)C1=CC=C(CP(OCC)(OCC)=O)C=C1 (diethyl 4-[N-(2-cyanophenyl)carbamoyl]benzyl-phosphonate). As a reaction SMILES: [C:1](#[N:9])[C:2]1[C:3](=[CH:5][CH:6]=[CH:7][CH:8]=1)[NH2:4].[CH2:10]([O:12][P:13]([CH2:18][C:19]1[CH:27]=[CH:26][C:22]([C:23](Cl)=[O:24])=[CH:21][CH:20]=1)([O:15][CH2:16][CH3:17])=[O:14])[CH3:11]>N1C=CC=CC=1.ClCCl>[C:1]([C:2]1[CH:8]=[CH:7][CH:6]=[CH:5][C:3]=1[NH:4][C:23]([C:22]1[CH:26]=[CH:27][C:19]([CH2:18][P:13](=[O:14])([O:12][CH2:10][CH3:11])[O:15][CH2:16][CH3:17])=[CH:20][CH:21]=1)=[O:24])#[N:9]. Reported procedure: A 15.7 g portion of anthranilonitrile was dissolved in 50 ml of pyridine. While the solution was stirred under ice-cooling, a solution of 40.7 g of 4-[(diethoxyphosphoryl)-methyl]benzoyl chloride in 50 ml of dry dichloromethane was added dropwise. The stirring was continued at room temperature for 12 hours, after which the reaction mixture was diluted with 200 ml of dichloromethane and washed with diluted hydrochloric acid. The organic layer was dried over anhydrous magnesium sulfate and the sol... Starting materials: CCCCCCCCOc1ccc(C(=O)O)cc1, CN(C)c1ccccn1, [Cl-], ClCCl, Cl, O=C(O)c1ccc2cc(O)ccc2c1. Yields the product CCCCCCCCOc1ccc(C(=O)Oc2ccc3cc(C(=O)O)ccc3c2)cc1. Reaction SMILES: [CH2:16]([CH2:17][CH2:18][CH2:19][CH2:20][CH2:21][CH2:22][CH3:23])[O:24][c:25]1[cH:26][cH:27][c:28]([C:29](=[O:30])[OH:31])[cH:32][cH:33]1.[CH3:34][N:35]([c:36]1[cH:37][cH:38][cH:39][cH:40][n:41]1)[CH3:42].[Cl-:15].[Cl:44][CH2:45][Cl:46].[ClH:43].[OH:1][c:2]1[cH:3][c:4]2[cH:5][cH:6][c:7]([C:12](=[O:13])[OH:14])[cH:8][c:9]2[cH:10][cH:11]1>>[O:1]([c:2]1[cH:3][c:4]2[cH:5][cH:6][c:7]([C:12](=[O:13])[OH:14])[cH:8][c:9]2[cH:10][cH:11]1)[C:29]([c:28]1[cH:27][cH:26][c:25]([O:24][CH2:16][CH2:17][CH2:18][CH2:19][CH2:20][CH2:21][CH2:22][CH3:23])[cH:33][cH:32]1)=[O:30]. The reactants are CC1(OC[C@H](O1)CN1N=C(C=C1)NC(=O)C1NC(C(C1C1=CC(=CC=C1)Cl)(C#N)C1=CC=C(C=C1)Cl)CC(C)(C)C)C (rac-(2R,3R,4R,5S)-3-(3-chloro-phenyl)-4-(4-chloro-phenyl)-4-cyano-5-(2,2-dimethyl-propyl)-pyrrolidine-2-carboxylic acid [1-((R)-2,2-dimethyl-[1,3]dioxolan-4-ylmethyl)-1H-pyrazol-3-yl]-amide), C1(=CC=C(C=C1)S(=O)(=O)O)C.[NH+]1=CC=CC=C1 (pyridinium p-toluene sulfonic acid). Run in CO (methanol). Product: O[C@H](CN1N=C(C=C1)NC(=O)C1NC(C(C1C1=CC(=CC=C1)Cl)(C#N)C1=CC=C(C=C1)Cl)CC(C)(C)C)CO (rac-(2R,3R,4R,5S)-3-(3-chloro-phenyl)-4-(4-chloro-phenyl)-4-cyano-5-(2,2-dimethyl-propyl)-pyrrolidine-2-carboxylic acid [1-((R)-2,3-dihydroxy-propyl)-1H-pyrazol-3-yl]-amide). As a reaction SMILES: CC1(C)[O:6][C@H:5]([CH2:7][N:8]2[CH:12]=[CH:11][C:10]([NH:13][C:14]([CH:16]3[CH:20]([C:21]4[CH:26]=[CH:25][CH:24]=[C:23]([Cl:27])[CH:22]=4)[C:19]([C:30]4[CH:35]=[CH:34][C:33]([Cl:36])=[CH:32][CH:31]=4)([C:28]#[N:29])[CH:18]([CH2:37][C:38]([CH3:41])([CH3:40])[CH3:39])[NH:17]3)=[O:15])=[N:9]2)[CH2:4][O:3]1.C1(C)C=CC(S(O)(=O)=O)=CC=1.[NH+]1C=CC=CC=1>CO>[OH:6][C@@H:5]([CH2:4][OH:3])[CH2:7][N:8]1[CH:12]=[CH:11][C:10]([NH:13][C:14]([CH:16]2[CH:20]([C:21]3[CH:26]=[CH:25][CH:24]=[C:23]([Cl:27])[CH:22]=3)[C:19]([C:30]3[CH:31]=[CH:32][C:33]([Cl:36])=[CH:34][CH:35]=3)([C:28]#[N:29])[CH:18]([CH2:37][C:38]([CH3:39])([CH3:40])[CH3:41])[NH:17]2)=[O:15])=[N:9]1 |f:1.2|. Procedure details: A mixture of rac-(2R,3R,4R,5S)-3-(3-chloro-phenyl)-4-(4-chloro-phenyl)-4-cyano-5-(2,2-dimethyl-propyl)-pyrrolidine-2-carboxylic acid [1-((R)-2,2-dimethyl-[1,3]dioxolan-4-ylmethyl)-1H-pyrazol-3-yl]-amide (81 mg, 0.133 mmol), pyridinium p-toluene sulfonic acid (5 mg, 0.0198 mmol) and methanol (4 mL) was microwaved at 120° C. for 5 min. Solvent evaporated and purified by reverse phase chromatography (20-95% of ACN/water) to rac-(2R,3R,4R,5S)-3-(3-chloro-phenyl)-4-(4-chloro-phenyl)-4-cyano-5-(2,2-di... Product: O1CCOC12CN(CC2)C2=C(C=C(C=C2)N2C(C1=CC=C(C=C1CC2)O)=O)F (2-[4-(1,4-Dioxa-7-aza-spiro[4.4]non-7-yl)-3-fluorophenyl]-6-hydroxy-3,4-dihydro-2H-isoquinolin-1-one). RXN SMILES: C(=O)([O-])[O-].[K+].[K+].[O:7]1[C:11]2([CH2:15][CH2:14][N:13]([C:16]3[CH:21]=[CH:20][C:19]([N:22]4[CH2:31][CH2:30][C:29]5[C:24](=[CH:25][CH:26]=[C:27]([O:32]C)[CH:28]=5)[C:23]4=[O:34])=[CH:18][C:17]=3[F:35])[CH2:12]2)[O:10][CH2:9][CH2:8]1.C1(S)C=CC=CC=1.C(OCC)(=O)C>CN1C(=O)CCC1.O>[O:10]1[C:11]2([CH2:15][CH2:14][N:13]([C:16]3[CH:21]=[CH:20][C:19]([N:22]4[CH2:31][CH2:30][C:29]5[C:24](=[CH:25][CH:26]=[C:27]([OH:32])[CH:28]=5)[C:23]4=[O:34])=[CH:18][C:17]=3[F:35])[CH2:12]2)[O:7][CH2:8][CH2:9]1 |f:0.1.2|. The reactants are C(C)(=O)OCC (ethyl acetate), C([O-])([O-])=O.[K+].[K+] (Potassium carbonate), O1CCOC12CN(CC2)C2=C(C=C(C=C2)N2C(C1=CC=C(C=C1CC2)OC)=O)F (2-[4-(1,4-dioxa-7-aza-spiro[4.4]non-7-yl)-3-fluorophenyl]-6-methoxy-3,4-dihydro-2H-isoquinolin-1-one), C1(=CC=CC=C1)S (thiophenol). Run in O (water), CN1CCCC1=O (NMP). Procedure: Potassium carbonate (2.5 g) was added to a mixture of 2-[4-(1,4-dioxa-7-aza-spiro[4.4]non-7-yl)-3-fluorophenyl]-6-methoxy-3,4-dihydro-2H-isoquinolin-1-one (7.2 g) and thiophenol (2 g) in NMP (80.2 mL). Small portions of the reaction mixture were each heated for 20 min at 200° C. in a microwave. Then ethyl acetate and water were added to the mixture. The aqueous phase was extracted several times with ethyl acetate. The organic phases were combined, dried over sodium sulfate and the solvent was re... Conditions: temperature 200 celsius. Starting materials: [Al+3], [Cl-], [Cl-], [Cl-], CCOC(CCCl)OCCc1ccccc1, Cl, C[N+](=O)[O-]. Product: ClCCC1OCCc2ccccc21. As a reaction SMILES: [Al+3:4].[Cl-:1].[Cl-:2].[Cl-:3].[Cl:5][CH2:6][CH2:7][CH:8]([O:9][CH2:10][CH2:11][c:12]1[cH:13][cH:14][cH:15][cH:16][cH:17]1)[O:18][CH2:19][CH3:20].[ClH:21].[N+:22]([CH3:23])([O-:24])=[O:25]>>[Cl:5][CH2:6][CH2:7][CH:8]1[O:9][CH2:10][CH2:11][c:12]2[c:13]1[cH:14][cH:15][cH:16][cH:17]2.